Dataset: the Open Reaction Database (ORD), a public repository of structured organic reaction records. Task: describe an organic reaction: reactants, conditions, products, and yield Starting materials: N#Cc1ccc(S)c(Br)c1, CCO, Cc1ccccc1, ClC(Cl)Cl. Yields the product CCOC(=N)c1ccc(S)c(Br)c1. Reaction SMILES: [Br:1][c:2]1[cH:3][c:4]([C:5]#[N:6])[cH:7][cH:8][c:9]1[SH:10].[CH3:11][CH2:12][OH:13].[CH3:14][c:15]1[cH:16][cH:17][cH:18][cH:19][cH:20]1.[CH:21]([Cl:22])([Cl:23])[Cl:24]>>[Br:1][c:2]1[cH:3][c:4]([C:5](=[NH:6])[O:13][CH2:12][CH3:11])[cH:7][cH:8][c:9]1[SH:10]. Starting materials: BrC1=CC=CC=2CC(OC21)(C)C (7-bromo-2,3-dihydro-2,2-dimethylbenzofuran), BrN1C(CCC1=O)=O (N-bromosuccinimide). Run in C(Cl)(Cl)(Cl)Cl (carbon tetrachloride). Run at time 3 hour. The product is BrC1C(OC2=C1C=CC=C2Br)(C)C (3,7-dibromo-2,3-dihydro-2,2-dimethylbenzofuran). As a reaction SMILES: [Br:1][C:2]1[C:10]2[O:9][C:8]([CH3:12])([CH3:11])[CH2:7][C:6]=2[CH:5]=[CH:4][CH:3]=1.[Br:13]N1C(=O)CCC1=O>C(Cl)(Cl)(Cl)Cl>[Br:13][CH:7]1[C:6]2[CH:5]=[CH:4][CH:3]=[C:2]([Br:1])[C:10]=2[O:9][C:8]1([CH3:12])[CH3:11]. Procedure: A stirring mixture of 7.0 grams (0.031 mole) of 7-bromo-2,3-dihydro-2,2-dimethylbenzofuran and 5.5 grams (0.031 mole) of N-bromosuccinimide in 150 mL of carbon tetrachloride is heated to reflux while irradiating with a sun lamp. The refluxing reaction mixture is stirred for about three hours, then it is cooled to ambient temperature. After this time the reaction mixture is washed with two 50 mL portions of aqueous 5% sodium bicarbonate solution, and one 50 mL portion of water. The organic layer ... Starting materials: C1CCOC1, [Cl-], ClP(c1ccccc1)c1ccccc1, CC(Br)=C(c1ccc(F)cc1)c1ccc(F)cc1, [Li]CCCC, [NH4+]. Product: CC(=C(c1ccc(F)cc1)c1ccc(F)cc1)P(c1ccccc1)c1ccccc1. RXN SMILES: [CH2:40]1[O:41][CH2:42][CH2:43][CH2:44]1.[Cl-:38].[Cl:24][P:25]([c:26]1[cH:27][cH:28][cH:29][cH:30][cH:31]1)[c:32]1[cH:33][cH:34][cH:35][cH:36][cH:37]1.[F:1][c:2]1[cH:3][cH:4][c:5]([C:8](=[C:9]([CH3:10])[Br:11])[c:12]2[cH:13][cH:14][c:15]([F:18])[cH:16][cH:17]2)[cH:6][cH:7]1.[Li:19][CH2:20][CH2:21][CH2:22][CH3:23].[NH4+:39]>>[F:1][c:2]1[cH:3][cH:4][c:5]([C:8](=[C:9]([CH3:10])[P:25]([c:26]2[cH:27][cH:28][cH:29][cH:30][cH:31]2)[c:32]2[cH:33][cH:34][cH:35][cH:36][cH:37]2)[c:12]2[cH:13][cH:14][c:15]([F:18])[cH:16][cH:17]2)[cH:6][cH:7]1. Starting materials: COC=1C=CC(=C(C1)C=1OC2=C(N1)C(=CC=C2)C)OCOC (2-(5-methoxy-2-methoxymethoxyphenyl)-4-methylbenzoxazole), BrN1C(CCC1=O)=O (N-bromosuccinimide), CC(C)(C#N)N=NC(C)(C)C#N (AIBN). Run in C(Cl)(Cl)(Cl)Cl (CCl4). Conditions: temperature 0 celsius. Product: BrCC1=CC=CC2=C1N=C(O2)C2=C(C=CC(=C2)OC)OCOC (4-bromomethyl-2-(5-methoxy-2-methoxymethoxyphenyl)benzoxazole). Isolated yield 76.4%. Reaction SMILES: [CH3:1][O:2][C:3]1[CH:4]=[CH:5][C:6]([O:19][CH2:20][O:21][CH3:22])=[C:7]([C:9]2[O:10][C:11]3[CH:17]=[CH:16][CH:15]=[C:14]([CH3:18])[C:12]=3[N:13]=2)[CH:8]=1.[Br:23]N1C(=O)CCC1=O.CC(N=NC(C#N)(C)C)(C#N)C>C(Cl)(Cl)(Cl)Cl>[Br:23][CH2:18][C:14]1[C:12]2[N:13]=[C:9]([C:7]3[CH:8]=[C:3]([O:2][CH3:1])[CH:4]=[CH:5][C:6]=3[O:19][CH2:20][O:21][CH3:22])[O:10][C:11]=2[CH:17]=[CH:16][CH:15]=1. Procedure details: A mixture of 2-(5-methoxy-2-methoxymethoxyphenyl)-4-methylbenzoxazole (F8) (1.78 g, 5.95 mmol), N-bromosuccinimide (1.01 g, 5.95 mmol), and AIBN (82 mg, 0.5 mmol) in CCl4 (100 mL) was refluxed for 15 h under dry N2 gas flowing. The reaction mixture was cooled to 0° C., the precipitation was removed by filtration maintaining the temperature. After the solvent was evaporated, the residue was washed with small amount of ethanol several times to afford a pinkish solid (1.72 g, 76%). 1H-NMR (500 MHz,... Reactants: C(C)SC1=C(C(=NC(=C1C(=O)OC)C(F)(F)F)C(F)(F)F)C(=O)OCC (3-Ethyl 5-methyl 4-ethylthio-2,6-bis(tri fluoromethyl)-3,5-pyridinedicarboxylate), C1=CC(=CC(=C1)Cl)C(=O)OO (MCPBA). Solvent: C(Cl)Cl (CH2Cl2). Yields the product C(C)S(=O)C1=C(C(=NC(=C1C(=O)OC)C(F)(F)F)C(F)(F)F)C(=O)OCC (3-Ethyl 5-methyl 4-(ethylsulfinyl)-2,6-bis(trifluoromethyl)-3,5-pyridinedicarboxylate). Yield: 90.2%. As a reaction SMILES: [CH2:1]([S:3][C:4]1[C:9]([C:10]([O:12][CH3:13])=[O:11])=[C:8]([C:14]([F:17])([F:16])[F:15])[N:7]=[C:6]([C:18]([F:21])([F:20])[F:19])[C:5]=1[C:22]([O:24][CH2:25][CH3:26])=[O:23])[CH3:2].C1C=C(Cl)C=C(C(OO)=[O:35])C=1>C(Cl)Cl>[CH2:1]([S:3]([C:4]1[C:9]([C:10]([O:12][CH3:13])=[O:11])=[C:8]([C:14]([F:15])([F:16])[F:17])[N:7]=[C:6]([C:18]([F:21])([F:19])[F:20])[C:5]=1[C:22]([O:24][CH2:25][CH3:26])=[O:23])=[O:35])[CH3:2]. Procedure details: To a 0° C. solution of 4.8 g (0.012 mol) of product of Example 33 in 30 ml of CH2Cl2 was added 4.08 g (0.024 mol) of MCPBA. The reaction was monitored by TLC. The reaction mixture was filtered, washed with NaHCO3, dried (MgSO4) and concentrated in vacuo to give 4.56 g of solid which was purified by HPLC using 8% ethyl acetate/cyclohexane to elute the first fraction (1.52 g) followed by 15% ethyl acetate/cyclohexane to elute 1.46 g of the desired product. Recrystallization of the 1.46 g solid in ... The reactants are CO, O=[N+]([O-])c1ccc(O)c(F)c1. The product is Nc1ccc(O)c(F)c1. Reaction SMILES: [CH3:12][OH:13].[N+:1]([O-:2])(=[O:3])[c:4]1[cH:5][c:6]([F:11])[c:7]([OH:10])[cH:8][cH:9]1>>[NH2:1][c:4]1[cH:5][c:6]([F:11])[c:7]([OH:10])[cH:8][cH:9]1.